This data is from the Open Reaction Database (ORD), a public repository of structured organic reaction records. The task is: describe an organic reaction: reactants, conditions, products, and yield Reactants: CC1=C(N=C(O1)C1=CC=CC=C1)COC1=NOC(=C1)COC=1C=C(C=CC1)CC(=O)OC (Methyl 2-[3-[3-(5-methyl-2-phenyl-4-oxazolylmethoxy)-5-isoxazolylmethoxy]phenyl]acetate), O (water), Cl (hydrochloric acid), [OH-].[Na+] (sodium hydroxide). Solvent: CO.O1CCCC1 (methanol tetrahydrofuran). Conditions: time 1 hour. Product: CC1=C(N=C(O1)C1=CC=CC=C1)COC1=NOC(=C1)COC=1C=C(C=CC1)CC(=O)O (2-[3-[3-(5-methyl-2-phenyl-4-oxazolylmethoxy)-5-isoxazolylmethloxy]phenyl]acetic acid). As a reaction SMILES: [CH3:1][C:2]1[O:6][C:5]([C:7]2[CH:12]=[CH:11][CH:10]=[CH:9][CH:8]=2)=[N:4][C:3]=1[CH2:13][O:14][C:15]1[CH:19]=[C:18]([CH2:20][O:21][C:22]2[CH:23]=[C:24]([CH2:28][C:29]([O:31]C)=[O:30])[CH:25]=[CH:26][CH:27]=2)[O:17][N:16]=1.[OH-].[Na+].O.Cl>CO.O1CCCC1>[CH3:1][C:2]1[O:6][C:5]([C:7]2[CH:12]=[CH:11][CH:10]=[CH:9][CH:8]=2)=[N:4][C:3]=1[CH2:13][O:14][C:15]1[CH:19]=[C:18]([CH2:20][O:21][C:22]2[CH:23]=[C:24]([CH2:28][C:29]([OH:31])=[O:30])[CH:25]=[CH:26][CH:27]=2)[O:17][N:16]=1 |f:1.2,5.6|. Procedure: Methyl 2-[3-[3-(5-methyl-2-phenyl-4-oxazolylmethoxy)-5-isoxazolylmethoxy]phenyl]acetate (604 mg) was dissolved in methanol-tetrahydrofuran (1:1, 12 mL) and a 1N aqueous sodium hydroxide solution (3 mL) was added. The mixture was stirred at room temperature for 1 hr. The reaction mixture was poured into water, 1N hydrochloric acid (3 mL) was added, and the mixture was extracted with ethyl acetate. The organic layer was washed with saturated brine, dried over anhydrous magnesium sulfate and concen... The reactants are N#N (N2), BrC1=CC(=C(C=C1)O)C (4-bromo-2-methylphenol), C(=O)C=1OC(=CC1)B(O)O (2-formylfuran-5-boronic acid), C(=O)([O-])[O-].[Na+].[Na+] (Na2CO3). The reagents and catalysts are C=1C=CC(=CC1)[P](C=2C=CC=CC2)(C=3C=CC=CC3)[Pd]([P](C=4C=CC=CC4)(C=5C=CC=CC5)C=6C=CC=CC6)([P](C=7C=CC=CC7)(C=8C=CC=CC8)C=9C=CC=CC9)[P](C=1C=CC=CC1)(C=1C=CC=CC1)C=1C=CC=CC1 (Pd(PPh3)4). Run in CC#N (MeCN). Yields the product OC1=C(C=C(C=C1)C1=CC=C(O1)C=O)C (5-(4-Hydroxy-3-methylphenyl)-2-furanecarboxaldehyde). The yield is 47.4%. RXN SMILES: N#N.Br[C:4]1[CH:9]=[CH:8][C:7]([OH:10])=[C:6]([CH3:11])[CH:5]=1.[CH:12]([C:14]1[O:15][C:16](B(O)O)=[CH:17][CH:18]=1)=[O:13].C([O-])([O-])=O.[Na+].[Na+]>CC#N.C1C=CC([P]([Pd]([P](C2C=CC=CC=2)(C2C=CC=CC=2)C2C=CC=CC=2)([P](C2C=CC=CC=2)(C2C=CC=CC=2)C2C=CC=CC=2)[P](C2C=CC=CC=2)(C2C=CC=CC=2)C2C=CC=CC=2)(C2C=CC=CC=2)C2C=CC=CC=2)=CC=1>[OH:10][C:7]1[CH:8]=[CH:9][C:4]([C:16]2[O:15][C:14]([CH:12]=[O:13])=[CH:18][CH:17]=2)=[CH:5][C:6]=1[CH3:11] |f:3.4.5,^1:34,36,55,74|. Reported procedure: Pd(PPh3)4 (69.3 mg, 0.06 mmol) was added to a degassed (N2 for 15 min) solution of 4-bromo-2-methylphenol (225 mg, 1.20 mmol), 2-formylfuran-5-boronic acid (177 mg, 1.26 mmol) and aqueous 0.4 M Na2CO3 (6 mL) in MeCN (12 mL). The mixture was heated to reflux for 12 h. The hot mixture was filtered and the cake was washed with MeCN (6 mL). The filtrate was concentrated to half the volume and was diluted with EtOAc. The resulting solution was washed with water and brine, dried (MgSO4), filtered and ... Reactants: O1C=CC2=C1C=CC(=C2)C(=C(C2=CC=C(C=C2)OCCCl)C2=CC=C(C=C2)O)CC (4-(2-(benzofuran-5-yl)-1-(4-(2-chloroethoxy)phenyl) but-1-enyl)phenol), CN (CH3NH2). The solvent is CO (MeOH). Conditions: temperature 85 celsius. Product: O1C=CC2=C1C=CC(=C2)C(=C(C2=CC=C(C=C2)OCCNC)C2=CC=C(C=C2)O)CC (4-(2-(benzofuran-5-yl)-1-(4-(2-(methylamino)ethoxy)phenyl)-but-1-enyl)phenol). Isolated yield 49.0%. RXN SMILES: [O:1]1[C:5]2[CH:6]=[CH:7][C:8]([C:10]([CH2:29][CH3:30])=[C:11]([C:22]3[CH:27]=[CH:26][C:25]([OH:28])=[CH:24][CH:23]=3)[C:12]3[CH:17]=[CH:16][C:15]([O:18][CH2:19][CH2:20]Cl)=[CH:14][CH:13]=3)=[CH:9][C:4]=2[CH:3]=[CH:2]1.[CH3:31][NH2:32]>CO>[O:1]1[C:5]2[CH:6]=[CH:7][C:8]([C:10]([CH2:29][CH3:30])=[C:11]([C:22]3[CH:27]=[CH:26][C:25]([OH:28])=[CH:24][CH:23]=3)[C:12]3[CH:17]=[CH:16][C:15]([O:18][CH2:19][CH2:20][NH:32][CH3:31])=[CH:14][CH:13]=3)=[CH:9][C:4]=2[CH:3]=[CH:2]1. Procedure details: To a stirred solution of 4-(2-(benzofuran-5-yl)-1-(4-(2-chloroethoxy)phenyl) but-1-enyl)phenol (480 mg, 1.0 eq) in 15 mL MeOH was added 5 mL CH3NH2 (aq) and the mixture was heated at 85° C. for 48 h. The organic solvent was removed in vacuo, water was added to the residue and extracted with EtOAc. The extract was dried, concentrated, and purified by column chromatography to give the desired product (230 mg, 49%, Z/E=1/1). 1H NMR (400 MHz, CDCl3) δ 7.55 (d, J=2.0 Hz, 1H), 7.36 (s, 1H), 7.27 (d, J... Starting materials: SCCCS, CC(C)C=O, ClCCl. Product: CC(C)C1SCCCS1. Reaction SMILES: [CH2:6]([CH2:7][CH2:8][SH:9])[SH:10].[CH:1]([CH:2]([CH3:3])[CH3:4])=[O:5].[Cl:11][CH2:12][Cl:13]>>[CH:1]1([CH:2]([CH3:3])[CH3:4])[S:9][CH2:8][CH2:7][CH2:6][S:10]1. The reactants are [BH4-].[Na+] (Sodium borohydride), C(#N)C1=CC(CC2=C(C(=CC=C12)OC)OC)C1=CC=CC=C1 (1-cyano-5,6-dimethoxy-3-phenyl-3,4-dihydronaphthalene). The solvent is C(C)O (ethanol). Product: C(#N)C1CC(CC2=C(C(=CC=C12)OC)OC)C1=CC=CC=C1 (1-Cyano-5,6-dimethoxy-3-phenyl-1,2,3,4-tetrahydronaphthalene). The yield is 82.4%. As a reaction SMILES: [BH4-].[Na+].[C:3]([C:5]1[C:14]2[C:9](=[C:10]([O:17][CH3:18])[C:11]([O:15][CH3:16])=[CH:12][CH:13]=2)[CH2:8][CH:7]([C:19]2[CH:24]=[CH:23][CH:22]=[CH:21][CH:20]=2)[CH:6]=1)#[N:4]>C(O)C>[C:3]([CH:5]1[C:14]2[C:9](=[C:10]([O:17][CH3:18])[C:11]([O:15][CH3:16])=[CH:12][CH:13]=2)[CH2:8][CH:7]([C:19]2[CH:20]=[CH:21][CH:22]=[CH:23][CH:24]=2)[CH2:6]1)#[N:4] |f:0.1|. Procedure: Sodium borohydride (6.8 g) was added to a suspension of 6.8 g (23.3 mmol) of 1-cyano-5,6-dimethoxy-3-phenyl-3,4-dihydronaphthalene, from Step 1, in 100 mL of absolute ethanol and the reaction mixture was heated at reflux temperature for 1.5 h. The solvent was evaporated under reduced pressure and the residue was dissolved in ethyl acetate. The ethyl acetate solution was washed with 1N aqueous hydrochloric acid solution, aqueous sodium bicarbonate solution and brine, dried over anhydrous magnesiu...